From a dataset of the Open Reaction Database (ORD), a public repository of structured organic reaction records. describe an organic reaction: reactants, conditions, products, and yield Product: C(C)(=O)C(C=1C=C(C=CC1[N+](=O)[O-])C(C(=O)OCC)(C(=O)OCC)C)C(=O)OC (diethyl 2-[3-[acetyl(methoxycarbonyl)methyl]-4-nitrophenyl]-2-methylmalonate). Reported procedure: To a solution of diethyl 2-(3-chloro-4-nitrophenyl)-2-methylmalonate (1.0 g, 3.03 mmol.) in dimethyl sulfoxide (DMSO, 3mL) were added potassium carbonate (1.25 g, 9.09 mmol.) and methyl acetoacetate (0.99 mL, 9.0 mmol.). The resulting mixture was stirred at 70° C. for 6 hours. The reaction mixture was cooled to room temperature, neutralized with diluted hydrochloric acid, and extracted with ethyl acetate. The ethyl acetate portion was washed with an aqueous saturated sodium chloride solution, an... Reaction conditions: temperature 70 celsius, time 6 hour. Run in CS(=O)C (dimethyl sulfoxide). RXN SMILES: Cl[C:2]1[CH:3]=[C:4]([C:11]([CH3:22])([C:17]([O:19][CH2:20][CH3:21])=[O:18])[C:12]([O:14][CH2:15][CH3:16])=[O:13])[CH:5]=[CH:6][C:7]=1[N+:8]([O-:10])=[O:9].C(=O)([O-])[O-].[K+].[K+].[C:29]([O:35][CH3:36])(=[O:34])[CH2:30][C:31]([CH3:33])=[O:32].Cl>CS(C)=O>[C:31]([CH:30]([C:29]([O:35][CH3:36])=[O:34])[C:2]1[CH:3]=[C:4]([C:11]([CH3:22])([C:17]([O:19][CH2:20][CH3:21])=[O:18])[C:12]([O:14][CH2:15][CH3:16])=[O:13])[CH:5]=[CH:6][C:7]=1[N+:8]([O-:10])=[O:9])(=[O:32])[CH3:33] |f:1.2.3|. Isolated yield 51.6%. Starting materials: ClC=1C=C(C=CC1[N+](=O)[O-])C(C(=O)OCC)(C(=O)OCC)C (diethyl 2-(3-chloro-4-nitrophenyl)-2-methylmalonate), C([O-])([O-])=O.[K+].[K+] (potassium carbonate), C(CC(=O)C)(=O)OC (methyl acetoacetate), Cl (hydrochloric acid). Starting materials: CC(C)(C)OC(=O)Nn1cc(Br)cc1C#N, C1COCCO1, CCOC(C)=O, CCCCCC, CCOCC, Cl, C1COCCO1. The product is N#Cc1cc(Br)cn1N, Cl. RXN SMILES: [Br:1][c:2]1[cH:3][c:4]([C:15]#[N:16])[n:5]([NH:7][C:8](=[O:9])[O:10][C:11]([CH3:12])([CH3:13])[CH3:14])[cH:6]1.[CH2:17]1[O:18][CH2:19][CH2:20][O:21][CH2:22]1.[CH3:30][CH2:31][O:32][C:33]([CH3:34])=[O:35].[CH3:36][CH2:37][CH2:38][CH2:39][CH2:40][CH3:41].[CH3:42][CH2:43][O:44][CH2:45][CH3:46].[ClH:23].[O:24]1[CH2:25][CH2:26][O:27][CH2:28][CH2:29]1>>[Br:1][c:2]1[cH:3][c:4]([C:15]#[N:16])[n:5]([NH2:7])[cH:6]1.[ClH:23]. As a reaction SMILES: [Al+3:21].[CH2:1]([CH2:2][CH2:3][CH2:4][CH2:5][CH3:6])[c:7]1[cH:8][c:9]2[c:14]([cH:15][c:16]1[O:17][CH3:18])[C:13](=[O:19])[CH2:12][CH2:11][CH2:10]2.[CH3:25][c:26]1[cH:27][cH:28][cH:29][cH:30][cH:31]1.[Cl-:20].[Cl-:22].[Cl-:23].[OH2:24]>>[CH2:1]([CH2:2][CH2:3][CH2:4][CH2:5][CH3:6])[c:7]1[cH:8][c:9]2[c:14]([cH:15][c:16]1[OH:17])[C:13](=[O:19])[CH2:12][CH2:11][CH2:10]2. Reactants: [Al+3], CCCCCCc1cc2c(cc1OC)C(=O)CCC2, Cc1ccccc1, [Cl-], [Cl-], [Cl-], O. Product: CCCCCCc1cc2c(cc1O)C(=O)CCC2. Reactants: CN(C1=CC=C(C=C1)C(C#C)O)C (3-(4-dimethylaminophenyl)-3-hydroxy-1-propyne), BrC1=C2/C(/C(NC2=CC=C1)=O)=C/C=1NC=CC1OC ((Z)-4-bromo-1,3-dihydro-3-[(3-methoxy-1H-pyrrol-2-yl)methylene]-2H-indol-2-one), BrC1=C2/C(/C(NC2=CC=C1)=O)=C/C=1NC=CC1OC ((Z)-4-bromo-1,3-dihydro-3-[(3-methoxy-1H-pyrrol-2-yl)methylene]-2H-indol-2-one), C(#C)[Mg]Cl (ethynylmagnesium chloride), CN(C1=CC=C(C=O)C=C1)C (4-dimethylaminobenzaldehyde). The reagents and catalysts are [Cu]I (CuI), Cl[Pd]([P](C1=CC=CC=C1)(C2=CC=CC=C2)C3=CC=CC=C3)([P](C4=CC=CC=C4)(C5=CC=CC=C5)C6=CC=CC=C6)Cl ((Ph3P)2PdCl2). Run in CN(C)C=O (DMF), CCN(CC)CC (Et3N). The product is CN(C1=CC=C(C=C1)C(C#CC1=C2/C(/C(NC2=CC=C1)=O)=C/C=1NC=CC1OC)O)C (rac-(Z)-1,3-dihydro-4-[3-(4-dimethylaminophenyl)-3-hydroxy-1-propynyl]-3-[(3-methoxy-1H-pyrrol-2-yl)methylene]-2H-indol-2-one). RXN SMILES: [CH3:1][N:2]([CH3:13])[C:3]1[CH:8]=[CH:7][C:6]([CH:9]([OH:12])[C:10]#[CH:11])=[CH:5][CH:4]=1.C([Mg]Cl)#C.CN(C)C1C=CC(C=O)=CC=1.Br[C:30]1[CH:38]=[CH:37][CH:36]=[C:35]2[C:31]=1/[C:32](=[CH:40]/[C:41]1[NH:42][CH:43]=[CH:44][C:45]=1[O:46][CH3:47])/[C:33](=[O:39])[NH:34]2>Cl[Pd](Cl)([P](C1C=CC=CC=1)(C1C=CC=CC=1)C1C=CC=CC=1)[P](C1C=CC=CC=1)(C1C=CC=CC=1)C1C=CC=CC=1.[Cu]I.CN(C=O)C.CCN(CC)CC>[CH3:13][N:2]([CH3:1])[C:3]1[CH:8]=[CH:7][C:6]([CH:9]([OH:12])[C:10]#[C:11][C:30]2[CH:38]=[CH:37][CH:36]=[C:35]3[C:31]=2/[C:32](=[CH:40]/[C:41]2[NH:42][CH:43]=[CH:44][C:45]=2[O:46][CH3:47])/[C:33](=[O:39])[NH:34]3)=[CH:5][CH:4]=1 |^1:50,69|. Procedure details: Using Method D above, 3-(4-dimethylaminophenyl)-3-hydroxy-1-propyne (160 mg, 0.91 mmol) (prepared by the addition of ethynylmagnesium chloride (Aldrich) to 4-dimethylaminobenzaldehyde (Aldrich) according to Method A above) was coupled to (Z)-4-bromo-1,3-dihydro-3-[(3-methoxy-1H-pyrrol-2-yl)methylene]-2H-indol-2-one (108 mg, 0.34 mmol) (Starting Material 1) using (Ph3P)2PdCl2 (30 mg) (Aldrich) and CuI (16 mg) (Aldrich) as catalyst in DMF (3 mL) and Et3N (3 mL) as solvent at 70° C. for 19 h, yield... The reactants are BrCCCCCCCCBr (1,8-dibromooctane), C(C1=CC=CC=C1)NCCC1=CC(=C(C=C1)OCC1=CC=CC=C1)[N+](=O)[O-] (N-benzyl-4-benzyloxy-3-nitrophenethyl-amine). Yields the product C(C1=CC=CC=C1)N(CCCCCCCCN(CCC1=CC(=C(C=C1)OCC1=CC=CC=C1)[N+](=O)[O-])CC1=CC=CC=C1)CCC1=CC(=C(C=C1)OCC1=CC=CC=C1)[N+](=O)[O-] (N,N'-dibenzyl-N,N'-bis[2-(4-benzyloxy-3-nitrophenyl)-ethyl]-octamethylenediamine). As a reaction SMILES: Br[CH2:2][CH2:3][CH2:4][CH2:5][CH2:6][CH2:7][CH2:8][CH2:9]Br.[CH2:11]([NH:18][CH2:19][CH2:20][C:21]1[CH:26]=[CH:25][C:24]([O:27][CH2:28][C:29]2[CH:34]=[CH:33][CH:32]=[CH:31][CH:30]=2)=[C:23]([N+:35]([O-:37])=[O:36])[CH:22]=1)[C:12]1[CH:17]=[CH:16][CH:15]=[CH:14][CH:13]=1>>[CH2:11]([N:18]([CH2:19][CH2:20][C:21]1[CH:26]=[CH:25][C:24]([O:27][CH2:28][C:29]2[CH:34]=[CH:33][CH:32]=[CH:31][CH:30]=2)=[C:23]([N+:35]([O-:37])=[O:36])[CH:22]=1)[CH2:2][CH2:3][CH2:4][CH2:5][CH2:6][CH2:7][CH2:8][CH2:9][N:18]([CH2:11][C:12]1[CH:13]=[CH:14][CH:15]=[CH:16][CH:17]=1)[CH2:19][CH2:20][C:21]1[CH:26]=[CH:25][C:24]([O:27][CH2:28][C:29]2[CH:34]=[CH:33][CH:32]=[CH:31][CH:30]=2)=[C:23]([N+:35]([O-:37])=[O:36])[CH:22]=1)[C:12]1[CH:13]=[CH:14][CH:15]=[CH:16][CH:17]=1. Reported procedure: Similarly, by employing 1,8-dibromooctane in the above condensation with N-benzyl-4-benzyloxy-3-nitrophenethyl-amine as described above there is obtained the corresponding N,N'-dibenzyl-N,N'-bis[2-(4-benzyloxy-3-nitrophenyl)-ethyl]-octamethylenediamine which is carried through the same sequence of reactions, namely reduction with Raney nickel and hydrogenation with palladium-on-carbon, to yield N,N'-bis[2-(3-amino-4-hydroxyphenyl)-ethyl]-octamethylenediamine.